From a dataset of the Open Reaction Database (ORD), a public repository of structured organic reaction records. describe an organic reaction: reactants, conditions, products, and yield Reactants: COc1cc2c(cc1Br)C1(CCOCC1)C(=O)C(C(=O)NCC(=O)OC(C)(C)C)=C2O, O=C(O)C(F)(F)F. Product: COc1cc2c(cc1Br)C1(CCOCC1)C(=O)C(C(=O)NCC(=O)O)=C2O. RXN SMILES: [Br:1][c:2]1[c:3]([O:30][CH3:31])[cH:4][c:5]2[c:10]([cH:11]1)[C:9]1([C:8](=[O:17])[C:7]([C:18](=[O:19])[NH:20][CH2:21][C:22](=[O:23])[O:24][C:25]([CH3:26])([CH3:27])[CH3:28])=[C:6]2[OH:29])[CH2:12][CH2:13][O:14][CH2:15][CH2:16]1.[F:32][C:33]([F:34])([F:35])[C:36]([OH:37])=[O:38]>>[Br:1][c:2]1[c:3]([O:30][CH3:31])[cH:4][c:5]2[c:10]([cH:11]1)[C:9]1([C:8](=[O:17])[C:7]([C:18](=[O:19])[NH:20][CH2:21][C:22](=[O:23])[OH:24])=[C:6]2[OH:29])[CH2:12][CH2:13][O:14][CH2:15][CH2:16]1.